This data is from the Open Reaction Database (ORD), a public repository of structured organic reaction records. The task is: describe an organic reaction: reactants, conditions, products, and yield Starting materials: COC1=CC=C(C=C1)NC1CCN(CC1)C(=O)OC(C)(C)C (4-(p-Anisidino)-1-(tert-butoxycarbonyl)piperidine), ClCC1=CC(=NC=C1)C1=CC(=CC=C1)F (4-chloromethyl-2-(3-fluorophenyl)pyridine). Product: C(C)(C)(C)OC(=O)N1CCC(CC1)N(C1=CC=C(C=C1)OC)CC1=CC(=NC=C1)C1=CC(=CC=C1)F (1-(tert-Butoxycarbonyl)-4-[N-[[2-(3-fluorophenyl)pyridin-4-yl]methyl]-N-(4-methoxyphenyl)amino]piperidine). RXN SMILES: [CH3:1][O:2][C:3]1[CH:8]=[CH:7][C:6]([NH:9][CH:10]2[CH2:15][CH2:14][N:13]([C:16]([O:18][C:19]([CH3:22])([CH3:21])[CH3:20])=[O:17])[CH2:12][CH2:11]2)=[CH:5][CH:4]=1.Cl[CH2:24][C:25]1[CH:30]=[CH:29][N:28]=[C:27]([C:31]2[CH:36]=[CH:35][CH:34]=[C:33]([F:37])[CH:32]=2)[CH:26]=1>>[C:19]([O:18][C:16]([N:13]1[CH2:14][CH2:15][CH:10]([N:9]([CH2:24][C:25]2[CH:30]=[CH:29][N:28]=[C:27]([C:31]3[CH:36]=[CH:35][CH:34]=[C:33]([F:37])[CH:32]=3)[CH:26]=2)[C:6]2[CH:5]=[CH:4][C:3]([O:2][CH3:1])=[CH:8][CH:7]=2)[CH2:11][CH2:12]1)=[O:17])([CH3:22])([CH3:21])[CH3:20]. Procedure details: 4-(p-Anisidino)-1-(tert-butoxycarbonyl)piperidine (153 mg) and 4-chloromethyl-2-(3-fluorophenyl)pyridine (111 mg) were condensed in the same manner as described in Example 9 to give the title compound. Reactants: CCCCc1nnc(-c2ccncc2)n1Cc1ccc([N+](=O)[O-])cc1, [Cl-]. The product is CCCCc1nnc(-c2ccncc2)n1Cc1ccc(N)cc1. As a reaction SMILES: [CH2:1]([CH2:2][CH2:3][CH3:4])[c:5]1[n:6][n:7][c:8](-[c:20]2[cH:21][cH:22][n:23][cH:24][cH:25]2)[n:9]1[CH2:10][c:11]1[cH:12][cH:13][c:14]([N+:17]([O-:18])=[O:19])[cH:15][cH:16]1.[Cl-:26]>>[CH2:1]([CH2:2][CH2:3][CH3:4])[c:5]1[n:6][n:7][c:8](-[c:20]2[cH:21][cH:22][n:23][cH:24][cH:25]2)[n:9]1[CH2:10][c:11]1[cH:12][cH:13][c:14]([NH2:17])[cH:15][cH:16]1. Reactants: OC1=CC=C(C=O)C=C1 (4-hydroxybenzaldehyde), N1C(=O)NC(=O)C1 (hydantoin), O.N (ammonia water). Solvent: O (water). Run at temperature 90 celsius. Product: OC1=CC=C(C=C2C(NC(N2)=O)=O)C=C1 (5-(4-hydroxybenzylidene)hydantoin). The yield is 82.9%. RXN SMILES: [OH:1][C:2]1[CH:9]=[CH:8][C:5]([CH:6]=O)=[CH:4][CH:3]=1.[NH:10]1[CH2:16][C:14](=[O:15])[NH:13][C:11]1=[O:12].O.N>O>[OH:1][C:2]1[CH:9]=[CH:8][C:5]([CH:6]=[C:16]2[NH:10][C:11](=[O:12])[NH:13][C:14]2=[O:15])=[CH:4][CH:3]=1 |f:2.3|. Reported procedure: In a 200 mL egg-plant shaped flask, 14.7 g (120 mmol) of 4-hydroxybenzaldehyde was mixed with 15.6 g (156 mmol) of hydantoin, 80 mL of water, and 14.4 g of 28% ammonia water, and the mixture was heated at 90° C. for 12 hours with stirring. After the liquid reaction mixture was cooled to room temperature, the precipitated crystals were collected by filtration. The crystals were then washed twice with water and twice with ethanol. The crystals were dried to give 20.3 g of 5-(4-hydroxybenzylidene)h... Reactants: O=C([O-])[O-], ClCCl, CN(C)C=O, [K+], [K+], O=Cc1cccc(O)c1O. Product: O=Cc1cccc2c1OCO2. RXN SMILES: [C:11](=[O:12])([O-:13])[O-:14].[CH2:17]([Cl:18])[Cl:19].[CH3:20][N:21]([CH3:22])[CH:23]=[O:24].[K+:15].[K+:16].[OH:1][c:2]1[c:3]([CH:4]=[O:5])[cH:6][cH:7][cH:8][c:9]1[OH:10]>>[O:1]1[c:2]2[c:3]([CH:4]=[O:5])[cH:6][cH:7][cH:8][c:9]2[O:10][CH2:11]1. The reactants are ClC1=NC=CC(=N1)C1=C(N=C(O1)C(C)(C)C)C=1C(=C(C=CC1)NS(=O)(=O)C1=C(C=CC(=C1)F)F)F (N-{3-[5-(2-chloro-4-pyrimidinyl)-2-(1,1-dimethylethyl)-1,3-oxazol-4-yl]-2-fluorophenyl}-2,5-difluorobenzenesulfonamide), [OH-].[NH4+] (ammonium hydroxide). Procedure details: Following a procedure analogous to the procedure described in Example 52, Step B using N-{3-[5-(2-chloro-4-pyrimidinyl)-2-(1,1-dimethylethyl)-1,3-oxazol-4-yl]-2-fluorophenyl}-2,5-difluorobenzenesulfonamide (135 mg, 0.258 mmol) and ammonium hydroxide (5 mL), the title compound was obtained as an off-white solid (75 mg, 58%). 1H-NMR (DMSO-d6): δ ppm 10.74 (br s, 1H), 8.26 (d, J=5.6 Hz, 1H), 7.45-7.61 (m, 4H), 7.28-7.37 (m, 1H), 6.63-7.26 (m, 1H), 6.62 (d, J=5.6 Hz, 1H), 1.40 (s, 9H); MS: 504 [M+H]... Reaction SMILES: Cl[C:2]1[N:7]=[C:6]([C:8]2[O:12][C:11]([C:13]([CH3:16])([CH3:15])[CH3:14])=[N:10][C:9]=2[C:17]2[C:18]([F:35])=[C:19]([NH:23][S:24]([C:27]3[CH:32]=[C:31]([F:33])[CH:30]=[CH:29][C:28]=3[F:34])(=[O:26])=[O:25])[CH:20]=[CH:21][CH:22]=2)[CH:5]=[CH:4][N:3]=1.[OH-].[NH4+:37]>>[NH2:37][C:2]1[N:7]=[C:6]([C:8]2[O:12][C:11]([C:13]([CH3:16])([CH3:15])[CH3:14])=[N:10][C:9]=2[C:17]2[C:18]([F:35])=[C:19]([NH:23][S:24]([C:27]3[CH:32]=[C:31]([F:33])[CH:30]=[CH:29][C:28]=3[F:34])(=[O:26])=[O:25])[CH:20]=[CH:21][CH:22]=2)[CH:5]=[CH:4][N:3]=1 |f:1.2|. Product: NC1=NC=CC(=N1)C1=C(N=C(O1)C(C)(C)C)C=1C(=C(C=CC1)NS(=O)(=O)C1=C(C=CC(=C1)F)F)F (N-{3-[5-(2-amino-4-pyrimidinyl)-2-(1,1-dimethylethyl)-1,3-oxazol-4-yl]-2-fluorophenyl}-2,5-difluorobenzenesulfonamide), solid. The yield is 58.0%. RXN SMILES: [CH:1]([C@@H:3]1[CH2:12][C:11]2[C:6](=[CH:7][CH:8]=[CH:9][CH:10]=2)[CH2:5][N:4]1C(OC(C)(C)C)=O)=O.[N:20]1([CH2:26][CH2:27][OH:28])[CH2:25][CH2:24][NH:23][CH2:22][CH2:21]1>>[CH2:5]1[C:6]2[C:11](=[CH:10][CH:9]=[CH:8][CH:7]=2)[CH2:12][C@@H:3]([CH2:1][N:23]2[CH2:24][CH2:25][N:20]([CH2:26][CH2:27][OH:28])[CH2:21][CH2:22]2)[NH:4]1. Yields the product C1N[C@@H](CC2=CC=CC=C12)CN1CCN(CC1)CCO ((S)-2-(4-((1,2,3,4-Tetrahydroisoquinolin-3-yl)methyl)piperazin-1-yl)ethanol). Starting materials: C(=O)[C@H]1N(CC2=CC=CC=C2C1)C(=O)OC(C)(C)C ((S)-tert-butyl 3-formyl-3,4-dihydroisoquinoline-2(1H)-carboxylate), N1(CCNCC1)CCO (2-(piperazin-1-yl)ethanol). Reported procedure: Following a procedure analogous to that for the synthesis of Example 107, (S)-tert-butyl 3-formyl-3,4-dihydroisoquinoline-2(1H)-carboxylate (58 mg, 0.22 mmol) and 2-(piperazin-1-yl)ethanol (33 μL, 0.267 mmol) provided a crude oil which was used without purification in the preparation of Example 115. MS(ESI+) m/z 276.2 (M+H)+. Reactants: Cn1c(=O)[nH]c2ccccc21, CC(=O)[O-], [Cl-], Clc1ncccc1CN(c1cccnc1)c1cccnc1, [Cu], [K+], [Na+], O=C([O-])O, c1ccncc1. Yields the product Cn1c(=O)n(-c2ncccc2CN(c2cccnc2)c2cccnc2)c2ccccc21. RXN SMILES: [CH3:22][n:23]1[c:24](=[O:32])[nH:25][c:26]2[c:27]1[cH:28][cH:29][cH:30][cH:31]2.[CH3:34][C:35](=[O:36])[O-:37].[Cl-:38].[Cl:1][c:2]1[n:3][cH:4][cH:5][cH:6][c:7]1[CH2:8][N:9]([c:10]1[cH:11][n:12][cH:13][cH:14][cH:15]1)[c:16]1[cH:17][n:18][cH:19][cH:20][cH:21]1.[Cu:50].[K+:33].[Na+:49].[O-:45][C:46]([OH:47])=[O:48].[cH:39]1[cH:40][cH:41][n:42][cH:43][cH:44]1>>[c:2]1(-[n:25]2[c:24](=[O:32])[n:23]([CH3:22])[c:27]3[c:26]2[cH:31][cH:30][cH:29][cH:28]3)[n:3][cH:4][cH:5][cH:6][c:7]1[CH2:8][N:9]([c:10]1[cH:11][n:12][cH:13][cH:14][cH:15]1)[c:16]1[cH:17][n:18][cH:19][cH:20][cH:21]1. Starting materials: C([O-])(O)=O.[Na+] (sodium bicarbonate), Cl (hydrochloric acid), CC(=O)OCC1=C(N2[C@@H]([C@@H](C2=O)N)SC1)C(=O)O (7-aminocephalosporanic acid), [S-]C1=NC=CC(=C1)C(=O)[O-].[Na+].[Na+] (disodium 2-sulfido-4-pyridinecarboxylate), C([O-])(O)=O.[Na+] (sodium bicarbonate). Solvent: O (water). Run at temperature 65 celsius, time 1.5 hour. Product: NC1[C@@H]2N(C(=C(CS2)CSC2=NC=CC(=C2)C(=O)O)C(=O)O)C1=O (7-amino-3-(4-carboxypyridin-2-yl)thiomethyl-3-cephem-4-carboxylic acid). Yield: 52.7%. Reaction SMILES: CC(O[CH2:5][C:6]1[CH2:15][S:14][C@@H:9]2[C@H:10]([NH2:13])[C:11](=[O:12])[N:8]2[C:7]=1[C:16]([OH:18])=[O:17])=O.[S-:19][C:20]1[CH:25]=[C:24]([C:26]([O-:28])=[O:27])[CH:23]=[CH:22][N:21]=1.[Na+].[Na+].C(=O)(O)[O-].[Na+].Cl>O>[NH2:13][CH:10]1[C:11](=[O:12])[N:8]2[C:7]([C:16]([OH:18])=[O:17])=[C:6]([CH2:5][S:19][C:20]3[CH:25]=[C:24]([C:26]([OH:28])=[O:27])[CH:23]=[CH:22][N:21]=3)[CH2:15][S:14][C@H:9]12 |f:1.2.3,4.5|. Procedure: To a suspension of 7-aminocephalosporanic acid (9.30 g) and disodium 2-sulfido-4-pyridinecarboxylate (6.80 g) in water (160 ml) was dropwise added sodium bicarbonate (5.73 g) at room temperature. To the resulting mixture was added a saturated aqueous solution of sodium bicarbonate so that the pH was adjusted to 6.8. The resulting mixture was warmed to 65° C. and stirred for 1.5 hours during which period the temperature was allowed to rise from 65° to 75° C. The reaction mixture was cooled and th...